This data is from the Open Reaction Database (ORD), a public repository of structured organic reaction records. The task is: describe an organic reaction: reactants, conditions, products, and yield Starting materials: FC(C1=C2C=C(NC2=CC=C1C#N)CCC(F)(F)F)(F)F (4-(trifluoromethyl)-2-(3,3,3-trifluoropropyl)-1H-indole-5-carbonitrile), C(=O)([O-])[O-].[Cs+].[Cs+] (Cs2CO3), BrC=1C=NC=C(C1)C1=NC(=NO1)CCl (3-bromo-5-[3-(chloromethyl)-1,2,4-oxadiazol-5-yl]pyridine). Run in C(C)#N (acetonitrile). The product is BrC=1C=C(C=NC1)C1=NC(=NO1)CN1C(=CC2=C(C(=CC=C12)C#N)C(F)(F)F)CCC(F)(F)F (1-{[5-(5-Bromo-3-pyridinyl)-1,2,4-oxadiazol-3-yl]methyl}-4-(trifluoromethyl)-2-(3,3,3-trifluoropropyl)-1H-indole-5-carbonitrile). Yield: 22.8%. Reaction SMILES: [F:1][C:2]([F:21])([F:20])[C:3]1[C:11]([C:12]#[N:13])=[CH:10][CH:9]=[C:8]2[C:4]=1[CH:5]=[C:6]([CH2:14][CH2:15][C:16]([F:19])([F:18])[F:17])[NH:7]2.C([O-])([O-])=O.[Cs+].[Cs+].[Br:28][C:29]1[CH:30]=[N:31][CH:32]=[C:33]([C:35]2[O:39][N:38]=[C:37]([CH2:40]Cl)[N:36]=2)[CH:34]=1>C(#N)C>[Br:28][C:29]1[CH:34]=[C:33]([C:35]2[O:39][N:38]=[C:37]([CH2:40][N:7]3[C:8]4[C:4](=[C:3]([C:2]([F:1])([F:20])[F:21])[C:11]([C:12]#[N:13])=[CH:10][CH:9]=4)[CH:5]=[C:6]3[CH2:14][CH2:15][C:16]([F:19])([F:18])[F:17])[N:36]=2)[CH:32]=[N:31][CH:30]=1 |f:1.2.3|. Procedure: To a solution of 4-(trifluoromethyl)-2-(3,3,3-trifluoropropyl)-1H-indole-5-carbonitrile (Example 302A) (0.200 g, 0.653 mmol) in anhydrous acetonitrile (25 mL) was added Cs2CO3 (0.851 g, 0.2.612 mmol) and 3-bromo-5-[3-(chloromethyl)-1,2,4-oxadiazol-5-yl]pyridine (0.269 g, 0.979 mmol). The mixture was heated under N2, for 2 h. Upon cooling, the mixture was partitioned between EtOAc and water. The organic phase was separated, dried (MgSO4) and concentrated in vacuo. The residue was purified by flas... Reactants: resultant mixture, OC1=NC=2CCCCC2N=C1 (2-hydroxy-5,6,7,8-tetrahydroquinoxaline), N12CCCCCC2=NCCC1 (1,8-diazabicyclo[5.4.0]undeca-7-ene), BrCCCCCl (1-bromo-4-chlorobutane), C([O-])([O-])=O.[K+].[K+] (potassium carbonate). The solvent is CN(C)C=O (DMF), CN(C)C=O (DMF). Conditions: temperature 60 celsius. Product: ClCCCCOC1=NC=2CCCCC2N=C1 (2-(4-chlorobutoxy)-5,6,7,8-tetrahydroquinoxaline). Yield: 54.6%. As a reaction SMILES: [OH:1][C:2]1[CH:11]=[N:10][C:9]2[CH2:8][CH2:7][CH2:6][CH2:5][C:4]=2[N:3]=1.N12CCCN=C1CCCCC2.Br[CH2:24][CH2:25][CH2:26][CH2:27][Cl:28].C(=O)([O-])[O-].[K+].[K+]>CN(C=O)C>[Cl:28][CH2:27][CH2:26][CH2:25][CH2:24][O:1][C:2]1[CH:11]=[N:10][C:9]2[CH2:8][CH2:7][CH2:6][CH2:5][C:4]=2[N:3]=1 |f:3.4.5|. Reported procedure: 300 mg (2 mmol) of 2-hydroxy-5,6,7,8-tetrahydroquinoxaline was dissolved in 5 ml of DMF, and 360 μl (2.4 mmol) of 1,8-diazabicyclo[5.4.0]undeca-7-ene (DBU) and 277 μl (2.4 mmol) of 1-bromo-4-chlorobutane were added thereto. The resultant mixture was stirred with heating at 60° C. for 22 hours to effect a reaction. The DMF in the resultant reaction mixture was distilled off in vacuo to thereby obtain a residue. An aqueous solution of potassium carbonate was added to the obtained residue, followed... The reactants are [S-]C#N.[Na+] (sodium thiocyanate), ClC(C(=O)O)C1=CC2=CC=C(C=C2C=C1)OC (α-chloro-6-methoxy-2-naphthylacetic acid). Solvent: C(C)O (ethanol). Run at time 15 hour. The product is S(C#N)C(C(=O)O)C1=CC2=CC=C(C=C2C=C1)OC (α-thiocyanato-6-methoxy-2-naphthylacetic acid). Reaction SMILES: [S-:1][C:2]#[N:3].[Na+].Cl[CH:6]([C:10]1[CH:19]=[CH:18][C:17]2[C:12](=[CH:13][CH:14]=[C:15]([O:20][CH3:21])[CH:16]=2)[CH:11]=1)[C:7]([OH:9])=[O:8]>C(O)C>[S:1]([CH:6]([C:10]1[CH:19]=[CH:18][C:17]2[C:12](=[CH:13][CH:14]=[C:15]([O:20][CH3:21])[CH:16]=2)[CH:11]=1)[C:7]([OH:9])=[O:8])[C:2]#[N:3] |f:0.1|. Procedure: To a solution of 300 ml. of anhydrous ethanol and 0.15 moles of sodium thiocyanate is added 0.12 moles of α-chloro-6-methoxy-2-naphthylacetic acid and stirred for 15 hours. The reaction mixture is filtered and washed with absolute ethanol. The filtrate is evaporated to dryness, the residue is dissolved in 250 ml. of ether and washed several times with water. The ether is then dried and evaporated to dryness to obtain α-thiocyanato-6-methoxy-2-naphthylacetic acid. Reactants: BrC1=CC2=C(OC3=C([C@@H]4N2CCC[C@H]4N)C=CC=C3F)C=C1F ((±)-(cis)-7-bromo-8,11-difluoro-1,3,4,14b-tetrahydro-2H-dibenzo[b,f]pyrido[1,2-d][1,4]oxazepine-1-amine), CC1(COP(=O)(O[C@@H]1C2=CC=CC=C2)O)C ((+)-phencyphos), C(C)O (ethanol). Solvent: C(Cl)Cl (CH2Cl2). Yields the product OP1(OCC([C@@H](O1)C1=CC=CC=C1)(C)C)=O.BrC1=CC2=C(OC3=C([C@@H]4N2CCC[C@H]4N)C=CC=C3F)C=C1F ((−)-(cis)-7-bromo-8,11-difluoro-1,3,4,14b-tetrahydro-2H-dibenzo[b,f]pyrido[1,2-d][1,4]oxazepine-1-amine (4S)-2-hydroxy-5,5-dimethyl-4-phenyl-1,3,2-dioxaphosphorinane 2-oxide). Yield: 26.8%. RXN SMILES: [Br:1][C:2]1[C:22]([F:23])=[CH:21][C:5]2[O:6][C:7]3[C:19]([F:20])=[CH:18][CH:17]=[CH:16][C:8]=3[C@H:9]3[C@H:14]([NH2:15])[CH2:13][CH2:12][CH2:11][N:10]3[C:4]=2[CH:3]=1.[CH3:24][C:25]1([CH3:39])[C@@H:31]([C:32]2[CH:37]=[CH:36][CH:35]=[CH:34][CH:33]=2)[O:30][P:28]([OH:38])(=[O:29])[O:27][CH2:26]1.C(O)C>C(Cl)Cl>[OH:38][P:28]1(=[O:29])[O:30][C@@H:31]([C:32]2[CH:37]=[CH:36][CH:35]=[CH:34][CH:33]=2)[C:25]([CH3:24])([CH3:39])[CH2:26][O:27]1.[Br:1][C:2]1[C:22]([F:23])=[CH:21][C:5]2[O:6][C:7]3[C:19]([F:20])=[CH:18][CH:17]=[CH:16][C:8]=3[C@H:9]3[C@H:14]([NH2:15])[CH2:13][CH2:12][CH2:11][N:10]3[C:4]=2[CH:3]=1 |f:4.5|. Reported procedure: Preparation analogous to Example 5, step i, from (±)-(cis)-7-bromo-8,11-difluoro-1,3,4,14b-tetrahydro-2H-dibenzo[b,f]pyrido[1,2-d][1,4]oxazepine-1-amine (30.5 mmol) and (+)-phencyphos (3.7 g, 15.29 mmol) in CH2Cl2 (160 mL), and ethanol (100 mL). Recrystallization gave the title compound (2.55 g, 17%). Run at time 4 hour. Procedure: 4 g. of 1-methoxycarbonyl-3-oxo-2,5,5-trimethyl-cyclopentane are dissolved in 60 ml. of chloroform. After the addition of 10 ml. of ethane dithiol, the solution is treated with 1.5 ml. of boron trifluoride etherate, stirred for 2 hours at room temperature, introduced into water and extracted with ether. The ether extract is evaporated. The remaining 7-methoxycarbonyl-6,8,8-trimethyl-1,4-dithia-spiro[4,4]nonane is purified by adsorption on silica gel. The oil obtained has the following I.R. absor... Reactants: COC(=O)C1C(C(CC1(C)C)=O)C (1-methoxycarbonyl-3-oxo-2,5,5-trimethyl-cyclopentane), B(F)(F)F.CCOCC (boron trifluoride etherate), C(Cl)(Cl)Cl (chloroform), C(C)(S)S (ethane dithiol). Product: OCC1C(C2(SCCS2)CC1(C)C)C (7-hydroxymethyl-6,8,8-trimethyl-1,4-dithia-spiro[4,4]nonane). Solvent: O (water). As a reaction SMILES: C[O:2][C:3]([CH:5]1[C:9]([CH3:11])([CH3:10])[CH2:8]C(=O)C1C)=O.[CH:14](Cl)(Cl)Cl.[CH:18]([SH:21])([SH:20])[CH3:19].B(F)(F)F.[CH3:26][CH2:27]OCC>O>[OH:2][CH2:3][CH:5]1[C:9]([CH3:11])([CH3:10])[CH2:8][C:18]2([S:21][CH2:27][CH2:26][S:20]2)[CH:19]1[CH3:14] |f:3.4|.